From a dataset of the Open Reaction Database (ORD), a public repository of structured organic reaction records. describe an organic reaction: reactants, conditions, products, and yield Starting materials: ClC1=C(C=C(C=C1)CN(N1C=NN=C1)C1=CC=C(C=C1)C#N)OC(C1=CC=CC=C1)=O (benzoic acid 2-chloro-5-{[(4-cyano-phenyl)-[1,2,4]triazol-4-yl-amino]methyl}-phenyl ester), C[O-].[Na+] (sodium methoxide). Run in CO (methanol), O (water). Product: ClC1=C(C=C(CN(C2=CC=C(C#N)C=C2)N2C=NN=C2)C=C1)O (4-[(4-Chloro-3-hydroxy-benzyl)-[1,2,4]triazol-4-yl-amino]-benzonitrile). RXN SMILES: [Cl:1][C:2]1[CH:7]=[CH:6][C:5]([CH2:8][N:9]([C:15]2[CH:20]=[CH:19][C:18]([C:21]#[N:22])=[CH:17][CH:16]=2)[N:10]2[CH:14]=[N:13][N:12]=[CH:11]2)=[CH:4][C:3]=1[O:23]C(=O)C1C=CC=CC=1.C[O-].[Na+]>CO.O>[Cl:1][C:2]1[CH:7]=[CH:6][C:5]([CH2:8][N:9]([N:10]2[CH:11]=[N:12][N:13]=[CH:14]2)[C:15]2[CH:16]=[CH:17][C:18]([C:21]#[N:22])=[CH:19][CH:20]=2)=[CH:4][C:3]=1[OH:23] |f:1.2|. Reported procedure: A solution of benzoic acid 2-chloro-5-{[(4-cyano-phenyl)-[1,2,4]triazol-4-yl-amino]methyl}-phenyl ester (CAB02139, 1.13 g, 2.63 mmol) and sodium methoxide (500 mg) in methanol (20 mL) and water (5 mL) was heated to reflux for 30 minutes. After cooling to room temperature most of the solvent was removed under reduced pressure and concentrated sodium bicarbonate solution (20 mL) and ethyl acetate (50 mL) were added. The organic layer was separated, dried over sodium sulphate and the solvent was re... Starting materials: ClC1=CC=C(C=C1)C=1N=C(OC1C1=CC=C(C=C1)OC)CCCCCC#N (6-[4-(4-chlorophenyl)-5-(4-methoxyphenyl)-2-oxazolyl]hexanenitrile), [N-]=[N+]=[N-].[Na+] (sodium azide), [Cl-].[NH4+] (ammonium chloride). Solvent: CN(C=O)C (dimethylformamide). Yields the product ClC1=CC=C(C=C1)C=1N=C(OC1C1=CC=C(C=C1)OC)CCCCCC1=NN=NN1 (5-{5-[4-(4-chlorophenyl)-5-(4-methoxyphenyl)-2-oxazolyl]pentyl}tetrazole). The yield is 44.9%. Reaction SMILES: [Cl:1][C:2]1[CH:7]=[CH:6][C:5]([C:8]2[N:9]=[C:10]([CH2:21][CH2:22][CH2:23][CH2:24][CH2:25][C:26]#[N:27])[O:11][C:12]=2[C:13]2[CH:18]=[CH:17][C:16]([O:19][CH3:20])=[CH:15][CH:14]=2)=[CH:4][CH:3]=1.[N-:28]=[N+:29]=[N-:30].[Na+].[Cl-].[NH4+]>CN(C)C=O>[Cl:1][C:2]1[CH:3]=[CH:4][C:5]([C:8]2[N:9]=[C:10]([CH2:21][CH2:22][CH2:23][CH2:24][CH2:25][C:26]3[NH:30][N:29]=[N:28][N:27]=3)[O:11][C:12]=2[C:13]2[CH:18]=[CH:17][C:16]([O:19][CH3:20])=[CH:15][CH:14]=2)=[CH:6][CH:7]=1 |f:1.2,3.4|. Reported procedure: 4 g of 6-[4-(4-chlorophenyl)-5-(4-methoxyphenyl)-2-oxazolyl]hexanenitrile, twice 2 g of sodium azide and twice 1.7 g of ammonium chloride in 50 cm3 of dimethylformamide are heated according to Example 5. The product of the reaction is purified by chromatography on a column 2 cm in diameter containing 40 g of silica gel (50 to 200μ). The column is eluted, collecting 25 cm3 fractions, first with 0.2 liter of diisopropyl ether and then with 0.3 liter of ethyl acetate. The ethyl acetate eluates are ... Procedure details: A solution of 32 g of 5-methyl-2-(3-pyridinyl)-1H-imidazole-4-carboxylic acid, ethyl ester (prepared as described above) in ethanol was heated to boiling. A 79 ml portion of hydrazine was added. This mixture was stirred at reflux for 14 hours and then cooled to -10° C. The mixture was taken to dryness in vacuo and then evaporated to dryness in vacuo twice from 125 ml portions of methyl cellosolve. The residue was shaken with 100 ml of ethanol and the solids collected, washed with 100 ml of ethan... Starting materials: CC1=C(N=C(N1)C=1C=NC=CC1)C(=O)OCC (5-methyl-2-(3-pyridinyl)-1H-imidazole-4-carboxylic acid, ethyl ester), NN (hydrazine). Product: CC1=C(N=C(N1)C=1C=NC=CC1)C(=O)NN (5-methyl-2-(3-pyridinyl)-1H-imidazole-4-carboxylic acid, hydrazide). As a reaction SMILES: [CH3:1][C:2]1[NH:6][C:5]([C:7]2[CH:8]=[N:9][CH:10]=[CH:11][CH:12]=2)=[N:4][C:3]=1[C:13]([O:15]CC)=O.[NH2:18][NH2:19]>C(O)C>[CH3:1][C:2]1[NH:6][C:5]([C:7]2[CH:8]=[N:9][CH:10]=[CH:11][CH:12]=2)=[N:4][C:3]=1[C:13]([NH:18][NH2:19])=[O:15]. The solvent is C(C)O (ethanol). Reaction conditions: temperature -10 celsius. The reactants are CO, CC[O-], Cl, O=C(c1ccccc1)C(F)(F)S(=O)(=O)c1ccccc1, NO, [Na+], O. Product: O=S(=O)(c1ccccc1)C(F)(F)C(=NO)c1ccccc1. Reaction SMILES: [CH3:29][OH:30].[CH3:2][CH2:3][O-:4].[ClH:5].[F:8][C:9]([C:10](=[O:11])[c:12]1[cH:13][cH:14][cH:15][cH:16][cH:17]1)([S:18](=[O:19])(=[O:20])[c:21]1[cH:22][cH:23][cH:24][cH:25][cH:26]1)[F:27].[NH2:6][OH:7].[Na+:1].[OH2:28]>>[N:6]([OH:7])=[C:10]([C:9]([F:8])([S:18](=[O:19])(=[O:20])[c:21]1[cH:22][cH:23][cH:24][cH:25][cH:26]1)[F:27])[c:12]1[cH:13][cH:14][cH:15][cH:16][cH:17]1. Reactants: CCOP(=O)(OCC)C(CC=C(C)CCC=C(C)CCC=C(C)C)O[Si](C)(C)C(C)(C)C, C1CCOC1. The product is CCOP(=O)(OCC)C(O)CC=C(C)CCC=C(C)CCC=C(C)C. As a reaction SMILES: [C:1]([Si:2]([CH3:3])([CH3:4])[O:6][CH:7]([CH2:8][CH:9]=[C:10]([CH2:11][CH2:12][CH:13]=[C:14]([CH2:15][CH2:16][CH:17]=[C:18]([CH3:19])[CH3:20])[CH3:21])[CH3:22])[P:23]([O:24][CH2:25][CH3:26])([O:27][CH2:28][CH3:29])=[O:30])([CH3:5])([CH3:31])[CH3:32].[CH2:33]1[O:34][CH2:35][CH2:36][CH2:37]1>>[OH:6][CH:7]([CH2:8][CH:9]=[C:10]([CH2:11][CH2:12][CH:13]=[C:14]([CH2:15][CH2:16][CH:17]=[C:18]([CH3:19])[CH3:20])[CH3:21])[CH3:22])[P:23]([O:24][CH2:25][CH3:26])([O:27][CH2:28][CH3:29])=[O:30]. RXN SMILES: [CH3:14][N:15]([CH:16]1[CH2:17][CH2:18][N:19]([CH2:22][c:23]2[cH:24][cH:25][c:26](-[c:29]3[c:30]([O:42][CH2:43][CH2:44][CH2:45][O:46][CH3:47])[cH:31][c:32]([CH2:35][CH2:36][C:37](=[O:38])[O:39][CH2:40][CH3:41])[cH:33][cH:34]3)[cH:27][cH:28]2)[CH2:20][CH2:21]1)[CH3:48].[CH3:54][CH2:55][OH:56].[ClH:2].[NH2:3][C:4](=[NH:5])[NH:6][CH2:7][C:8]([C:9](=[O:10])[NH2:11])([CH3:12])[CH3:13].[Na:1].[O:49]=[CH:50][N:51]([CH3:52])[CH3:53]>>[C:4]1([NH:5][C:37]([CH2:36][CH2:35][c:32]2[cH:31][c:30]([O:42][CH2:43][CH2:44][CH2:45][O:46][CH3:47])[c:29](-[c:26]3[cH:25][cH:24][c:23]([CH2:22][N:19]4[CH2:18][CH2:17][CH:16]([N:15]([CH3:14])[CH3:48])[CH2:21][CH2:20]4)[cH:28][cH:27]3)[cH:34][cH:33]2)=[O:38])=[N:11][C:9](=[O:10])[C:8]([CH3:12])([CH3:13])[CH2:7][NH:6]1.[ClH:2]. Yields the product COCCCOc1cc(CCC(=O)NC2=NC(=O)C(C)(C)CN2)ccc1-c1ccc(CN2CCC(N(C)C)CC2)cc1, Cl. Starting materials: CCOC(=O)CCc1ccc(-c2ccc(CN3CCC(N(C)C)CC3)cc2)c(OCCCOC)c1, CCO, Cl, CC(C)(CNC(=N)N)C(N)=O, [Na], CN(C)C=O. Starting materials: Cc1ccc(OB([O-])[O-])cc1, O=C([O-])[O-], CCO, CON(C)C(=O)c1ccc(Br)o1, [K+], [K+], O, Cc1ccccc1. Product: CON(C)C(=O)c1ccc(-c2ccc(C)cc2)o1. Reaction SMILES: [B:13]([O-:14])([O-:22])[O:23][c:15]1[cH:16][cH:17][c:18]([CH3:21])[cH:19][cH:20]1.[C:24](=[O:25])([O-:26])[O-:27].[CH2:31]([OH:32])[CH3:33].[CH3:1][N:2]([C:3](=[O:4])[c:5]1[o:6][c:7]([Br:10])[cH:8][cH:9]1)[O:11][CH3:12].[K+:28].[K+:29].[OH2:30].[c:34]1([CH3:35])[cH:36][cH:37][cH:38][cH:39][cH:40]1>>[CH3:1][N:2]([C:3](=[O:4])[c:5]1[o:6][c:7](-[c:15]2[cH:16][cH:17][c:18]([CH3:21])[cH:19][cH:20]2)[cH:8][cH:9]1)[O:11][CH3:12].